Dataset: the Open Reaction Database (ORD), a public repository of structured organic reaction records. Task: describe an organic reaction: reactants, conditions, products, and yield Reactants: ClC1=C(C(=O)Cl)C=CC(=C1)F (2-chloro-4-fluorobenzoyl chloride), N1=CC=CC=C1 (pyridine), CN1CCC(CC1)SC=1C=C(C=CC1)N (3-(1-methyl-piperidin-4-ylsulfanyl)-phenylamine). The solvent is ClCCl (dichloromethane), ClCCl (dichloromethane). Reaction conditions: time 2 hour. Product: Cl.ClC1=C(C(=O)NC2=CC(=CC=C2)SC2CCN(CC2)C)C=CC(=C1)F (2-Chloro-4-fluoro-N-[3-(1-methyl-piperidin-4-ylsulfanyl)-phenyl]-benzamide hydrogen chloride salt), base. Yield: 72.0%. Reaction SMILES: N1C=CC=CC=1.[CH3:7][N:8]1[CH2:13][CH2:12][CH:11]([S:14][C:15]2[CH:16]=[C:17]([NH2:21])[CH:18]=[CH:19][CH:20]=2)[CH2:10][CH2:9]1.[Cl:22][C:23]1[CH:31]=[C:30]([F:32])[CH:29]=[CH:28][C:24]=1[C:25](Cl)=[O:26]>ClCCl>[ClH:22].[Cl:22][C:23]1[CH:31]=[C:30]([F:32])[CH:29]=[CH:28][C:24]=1[C:25]([NH:21][C:17]1[CH:18]=[CH:19][CH:20]=[C:15]([S:14][CH:11]2[CH2:10][CH2:9][N:8]([CH3:7])[CH2:13][CH2:12]2)[CH:16]=1)=[O:26] |f:4.5|. Procedure: Combine pyridine (0.110 mL, 1.36 mmol), 3-(1-methyl-piperidin-4-ylsulfanyl)-phenylamine (preparation 76,151 mg, 0.679 mmol) in dichloromethane (6.5 mL) at 0° C. Stir and add 2-chloro-4-fluorobenzoyl chloride (0.105 mL, 0.815 mmol). Allow to warm to ambient temperature and stir. After 2 hr., dilute with dichloromethane (10 mL) and wash with sodium hydroxide (1N, 3×10 mL). Combine the organic layers, dry over sodium sulfate and concentrate under reduced pressure. Purification by flash chromatograp... RXN SMILES: [CH3:19][S:20]([CH3:21])=[O:22].[F:9][c:10]1[n:11][cH:12][c:13]([N+:16](=[O:17])[O-:18])[cH:14][cH:15]1.[c:1]1([NH2:8])[cH:2][c:3]([NH2:7])[cH:4][cH:5][cH:6]1>>[c:1]1([NH2:8])[cH:2][c:3]([NH:7][c:10]2[n:11][cH:12][c:13]([N+:16](=[O:17])[O-:18])[cH:14][cH:15]2)[cH:4][cH:5][cH:6]1. Reactants: CS(C)=O, O=[N+]([O-])c1ccc(F)nc1, Nc1cccc(N)c1. Yields the product Nc1cccc(Nc2ccc([N+](=O)[O-])cn2)c1. The reactants are FC1(OC2=C(O1)C=CC(=C2)C2(CC2)C(=O)Cl)F (1-(2,2-difluorobenzo[d][1,3]dioxol-5-yl)cyclopropanecarbonyl chloride), NC1=NC=C(C(=N1)C1=CC=C(C(=O)OC(C)(C)C)C=C1)C (tert-butyl 4-(2-amino-5-methylpyrimidin-4-yl)benzoate). Run in N1=CC=CC=C1 (pyridine). Run at temperature 90 celsius. Product: FC1(OC2=C(O1)C=CC(=C2)C2(CC2)C(=O)NC2=NC=C(C(=N2)C2=CC=C(C(=O)OC(C)(C)C)C=C2)C)F (tert-butyl 4-(2-(1-(2,2-difluorobenzo[d][1,3]dioxol-5-yl)cyclopropanecarboxamido)-5-methylpyrimidin-4-yl)benzoate). Reaction SMILES: [F:1][C:2]1([F:17])[O:6][C:5]2[CH:7]=[CH:8][C:9]([C:11]3([C:14](Cl)=[O:15])[CH2:13][CH2:12]3)=[CH:10][C:4]=2[O:3]1.[NH2:18][C:19]1[N:24]=[C:23]([C:25]2[CH:37]=[CH:36][C:28]([C:29]([O:31][C:32]([CH3:35])([CH3:34])[CH3:33])=[O:30])=[CH:27][CH:26]=2)[C:22]([CH3:38])=[CH:21][N:20]=1>N1C=CC=CC=1>[F:1][C:2]1([F:17])[O:6][C:5]2[CH:7]=[CH:8][C:9]([C:11]3([C:14]([NH:18][C:19]4[N:24]=[C:23]([C:25]5[CH:26]=[CH:27][C:28]([C:29]([O:31][C:32]([CH3:33])([CH3:34])[CH3:35])=[O:30])=[CH:36][CH:37]=5)[C:22]([CH3:38])=[CH:21][N:20]=4)=[O:15])[CH2:13][CH2:12]3)=[CH:10][C:4]=2[O:3]1. Reported procedure: To 1-(2,2-difluorobenzo[d][1,3]dioxol-5-yl)cyclopropanecarbonyl chloride (91 mg, 0.35 mmol) and tert-butyl 4-(2-amino-5-methylpyrimidin-4-yl)benzoate (50 mg, 0.175 mmol), pyridine (2 mL) was added. The reaction was heated at 90° C. for twenty four hours. The pyridine was evaporated under reduced pressure. The resulting mixture was dissolved in EtOAc and filtered. The filtrate was washed with saturated aqueous NaHCO3 (×3). The organic layer was dried over anhydrous Na2SO4 and evaporated under red... The reactants are C1COCCOCCOCCOCCO1 (15-crown-5), ClC1=C(C(=NN1C)C)S(=O)(=O)Cl ((5-chloro-1,3-dimethyl-1H-pyrazol-4-yl)sulfonyl chloride), CC=1C(=CNC1C1=CC=CC=C1)C=O (4-methyl-5-phenyl-1H-pyrrole-3-carbaldehyde), [H-].[Na+] (sodium hydride). Product: ClC1=C(C(=NN1C)C)S(=O)(=O)N1C=C(C(=C1C1=CC=CC=C1)C)C=O (1-[(5-Chloro-1,3-dimethyl-1H-pyrazol-4-yl)sulfonyl]-4-methyl-5-phenyl-1H-pyrrole-3-carbaldehyde), oil. Isolated yield 100.0%. RXN SMILES: [CH3:1][C:2]1[C:3]([CH:13]=[O:14])=[CH:4][NH:5][C:6]=1[C:7]1[CH:12]=[CH:11][CH:10]=[CH:9][CH:8]=1.[H-].[Na+].C1OCCOCCOCCOCCOC1.[Cl:32][C:33]1[N:37]([CH3:38])[N:36]=[C:35]([CH3:39])[C:34]=1[S:40](Cl)(=[O:42])=[O:41]>>[Cl:32][C:33]1[N:37]([CH3:38])[N:36]=[C:35]([CH3:39])[C:34]=1[S:40]([N:5]1[C:6]([C:7]2[CH:12]=[CH:11][CH:10]=[CH:9][CH:8]=2)=[C:2]([CH3:1])[C:3]([CH:13]=[O:14])=[CH:4]1)(=[O:41])=[O:42] |f:1.2|. Procedure: By a reaction under similar conditions as in Reference Example 256 and using 4-methyl-5-phenyl-1H-pyrrole-3-carbaldehyde (185 mg), sodium hydride (60% in oil, 60 mg), 15-crown-5 (0.30 mL) and (5-chloro-1,3-dimethyl-1H-pyrazol-4-yl)sulfonyl chloride (298 mg), the title compound was obtained as an oil (yield 379 mg, about 100%). The reactants are C(C)(C)N(C=1C(=NC2=CC=C(C=C2N1)C(=O)OC)C=1NC2=CC=C(C=C2C1)OC)C (methyl 3-(isopropyl(methyl)amino)-2-(5-methoxy-1H-indol-2-yl)quinoxaline-6-carboxylate), [OH-].[Na+] (sodium hydroxide). Run in CO (methanol), O (water). Conditions: time 8 hour. Product: C(C)(C)N(C=1C(=NC2=CC=C(C=C2N1)C(=O)O)C=1NC2=CC=C(C=C2C1)OC)C (3-(isopropyl(methyl)amino)-2-(5-methoxy-1H-indol-2-yl)quinoxaline-6-carboxylic acid), solid. Yield: 24.0%. RXN SMILES: [CH:1]([N:4]([CH3:30])[C:5]1[C:6]([C:19]2[NH:20][C:21]3[C:26]([CH:27]=2)=[CH:25][C:24]([O:28][CH3:29])=[CH:23][CH:22]=3)=[N:7][C:8]2[C:13]([N:14]=1)=[CH:12][C:11]([C:15]([O:17]C)=[O:16])=[CH:10][CH:9]=2)([CH3:3])[CH3:2].[OH-].[Na+]>CO.O>[CH:1]([N:4]([CH3:30])[C:5]1[C:6]([C:19]2[NH:20][C:21]3[C:26]([CH:27]=2)=[CH:25][C:24]([O:28][CH3:29])=[CH:23][CH:22]=3)=[N:7][C:8]2[C:13]([N:14]=1)=[CH:12][C:11]([C:15]([OH:17])=[O:16])=[CH:10][CH:9]=2)([CH3:3])[CH3:2] |f:1.2|. Reported procedure: To a solution of methyl 3-(isopropyl(methyl)amino)-2-(5-methoxy-1H-indol-2-yl)quinoxaline-6-carboxylate (100.0 mg, 0.25 mmol) in methanol (30 mL) was added sodium hydroxide (20.0 mg, 0.50 mmol) in water (1 mL) and stirred overnight at room temperature. The reaction mixture was concentrated under vacuum and dissolved in water (10 mL), adjusted to pH 6 with hydrochloric acid (3N). The solid was precipitated and filtered to afford 3-(isopropyl(methyl)amino)-2-(5-methoxy-1H-indol-2-yl)quinoxaline-6-... The reactants are COc1cccc2c(C)c(C(=O)Nc3ccc(N4CCN(C(=O)OC(C)(C)C)CC4)cc3)[nH]c12, O=C(O)C1CCCC1C(=O)O. Yields the product COc1cccc2c(C)c(C(=O)Nc3ccc(N4CCN(C(=O)C5CCCC5C(=O)O)CC4)cc3)[nH]c12. Reaction SMILES: [C:1]([O:2][C:3](=[O:4])[N:8]1[CH2:9][CH2:10][N:11]([c:14]2[cH:15][cH:16][c:17]([NH:20][C:21](=[O:22])[c:23]3[nH:24][c:25]4[c:26]([O:33][CH3:34])[cH:27][cH:28][cH:29][c:30]4[c:31]3[CH3:32])[cH:18][cH:19]2)[CH2:12][CH2:13]1)([CH3:5])([CH3:6])[CH3:7].[CH:35]1([C:43](=[O:44])[OH:45])[CH:36]([C:40](=[O:41])[OH:42])[CH2:37][CH2:38][CH2:39]1>>[N:8]1([C:40]([CH:36]2[CH:35]([C:43](=[O:44])[OH:45])[CH2:39][CH2:38][CH2:37]2)=[O:42])[CH2:9][CH2:10][N:11]([c:14]2[cH:15][cH:16][c:17]([NH:20][C:21](=[O:22])[c:23]3[nH:24][c:25]4[c:26]([O:33][CH3:34])[cH:27][cH:28][cH:29][c:30]4[c:31]3[CH3:32])[cH:18][cH:19]2)[CH2:12][CH2:13]1. Starting materials: [H-].[Na+] (NaH), CC=1NC2=CC=C(C=C2C1C)C(=O)OCC (ethyl 2,3-dimethyl-1H-indole-5-carboxylate), FC1=C(CBr)C=CC(=C1)F (2,4-difluorobenzyl bromide). Solvent: CN(C)C=O (DMF). Conditions: time 30 minute. Yields the product FC1=C(CN2C(=C(C3=CC(=CC=C23)C(=O)OCC)C)C)C=CC(=C1)F (ethyl 1-(2,4-difluorobenzyl)-2,3-dimethyl-1H-indole-5-carboxylate). RXN SMILES: [H-].[Na+].[CH3:3][C:4]1[NH:5][C:6]2[C:11]([C:12]=1[CH3:13])=[CH:10][C:9]([C:14]([O:16][CH2:17][CH3:18])=[O:15])=[CH:8][CH:7]=2.[F:19][C:20]1[CH:27]=[C:26]([F:28])[CH:25]=[CH:24][C:21]=1[CH2:22]Br>CN(C=O)C>[F:19][C:20]1[CH:27]=[C:26]([F:28])[CH:25]=[CH:24][C:21]=1[CH2:22][N:5]1[C:6]2[C:11](=[CH:10][C:9]([C:14]([O:16][CH2:17][CH3:18])=[O:15])=[CH:8][CH:7]=2)[C:12]([CH3:13])=[C:4]1[CH3:3] |f:0.1|. Reported procedure: NaH (1.1 equiv) was added to a solution of ethyl 2,3-dimethyl-1H-indole-5-carboxylate in DMF at room temperature. After 30 min, 2,4-difluorobenzyl bromide (1.1 equiv) was added to the reaction mixture and stirred for 1 h. After the reaction was completed, the solvent was removed in vacuo to obtain the crude which was purified by flash chromatography to obtain the compound. LC-MS 344 (M+H). Reactants: CN1CCOCC1 (N-methylmorpholine), C1OC=2C=C(COC(=O)ON3C(CCC3=O)=O)C=CC2O1 (N-(3,4-methylenedioxybenzyloxycarbonyloxy)succinimide), [N+](=O)([O-])C=1C(=NC=CC1)SNCCCC[C@H](N)C(=O)N[C@H](CCC(=O)N1[C@@H](CC2=CC=CC=C12)C(=O)OCC)C(=O)OCC (ethyl 1-[N6 -(3-nitro-2-pyridinesulfenyl)-L-lysyl-O1 -ethyl-gamma-D-glutamyl]indoline-2(S)-carboxylate). The solvent is C(Cl)Cl (methylene chloride). Reaction conditions: time 3 hour. The product is C1OC=2C=C(COC(=O)N[C@@H](CCCCNSC3=NC=CC=C3[N+](=O)[O-])C(=O)N[C@H](CCC(=O)N3[C@@H](CC4=CC=CC=C34)C(=O)OCC)C(=O)OCC)C=CC2O1 (ethyl 1-[N2 -(3,4-methylenedioxybenzyloxycarbonyl)-N6 -(3-nitro-2-pyridinesulfenyl)-L-lysyl-O1 -ethyl-gamma-D-glutamyl]indoline-2(S)-carboxylate). Isolated yield 85.8%. RXN SMILES: [N+:1]([C:4]1[C:5]([S:10][NH:11][CH2:12][CH2:13][CH2:14][CH2:15][C@@H:16]([C:18]([NH:20][C@@H:21]([C:40]([O:42][CH2:43][CH3:44])=[O:41])[CH2:22][CH2:23][C:24]([N:26]2[C:34]3[C:29](=[CH:30][CH:31]=[CH:32][CH:33]=3)[CH2:28][C@H:27]2[C:35]([O:37][CH2:38][CH3:39])=[O:36])=[O:25])=[O:19])[NH2:17])=[N:6][CH:7]=[CH:8][CH:9]=1)([O-:3])=[O:2].CN1CCOCC1.[CH2:52]1[O:72][C:71]2[CH:70]=[CH:69][C:56]([CH2:57][O:58][C:59](ON3C(=O)CCC3=O)=[O:60])=[CH:55][C:54]=2[O:53]1>C(Cl)Cl>[CH2:52]1[O:72][C:71]2[CH:70]=[CH:69][C:56]([CH2:57][O:58][C:59]([NH:17][C@H:16]([C:18]([NH:20][C@@H:21]([C:40]([O:42][CH2:43][CH3:44])=[O:41])[CH2:22][CH2:23][C:24]([N:26]3[C:34]4[C:29](=[CH:30][CH:31]=[CH:32][CH:33]=4)[CH2:28][C@H:27]3[C:35]([O:37][CH2:38][CH3:39])=[O:36])=[O:25])=[O:19])[CH2:15][CH2:14][CH2:13][CH2:12][NH:11][S:10][C:5]3[C:4]([N+:1]([O-:3])=[O:2])=[CH:9][CH:8]=[CH:7][N:6]=3)=[O:60])=[CH:55][C:54]=2[O:53]1. Reported procedure: An aliquot (1.0 g) of the resulting ester was dissolved in 30 ml of methylene chloride, and 0.21 g of N-methylmorpholine and 1.07 g of N-(3,4-methylenedioxybenzyloxycarbonyloxy)succinimide were added, and the mixture was stirred at room temperature for 3 hours. The reaction mixture was washed successively with saturated aqueous sodium bicarbonate solution, 5% aqueous potassium hydrogensulfate solution, and water, dried over anhydrous sodium sulfate, and concentrated to dryness under reduced pres... Starting materials: ClC1=NC2=C(C=C(C=C2C=C1)OC)[N+](=O)[O-] (2-chloro-6-methoxy-8-nitroquinoline), ClC1=CC=C(CO)C=C1 (4-chlorobenzyl alcohol), C([O-])([O-])=O.[K+].[K+] (potassium carbonate). Run in ice water, CN(C=O)C (N,N-dimethyl formamide). Product: ClC1=CC=C(COC2=NC3=C(C=C(C=C3C=C2)OC)[N+](=O)[O-])C=C1 (2-(4-chlorobenzyloxy)-6-methoxy-8-nitroquinoline). Yield: 84.0%. As a reaction SMILES: Cl[C:2]1[CH:11]=[CH:10][C:9]2[C:4](=[C:5]([N+:14]([O-:16])=[O:15])[CH:6]=[C:7]([O:12][CH3:13])[CH:8]=2)[N:3]=1.[Cl:17][C:18]1[CH:25]=[CH:24][C:21]([CH2:22][OH:23])=[CH:20][CH:19]=1.C(=O)([O-])[O-].[K+].[K+]>CN(C)C=O>[Cl:17][C:18]1[CH:25]=[CH:24][C:21]([CH2:22][O:23][C:2]2[CH:11]=[CH:10][C:9]3[C:4](=[C:5]([N+:14]([O-:16])=[O:15])[CH:6]=[C:7]([O:12][CH3:13])[CH:8]=3)[N:3]=2)=[CH:20][CH:19]=1 |f:2.3.4|. Reported procedure: A mixture of 48 g (0.2 mole) of 2-chloro-6-methoxy-8-nitroquinoline, 42.78 g (0.3 mole) of 4-chlorobenzyl alcohol, 27.6 g (0.2 mole) of anhydrous potassium carbonate, and 200 ml N,N-dimethyl formamide was heated under nitrogen at ca. 155°-160° for 18 hr. The mixture was cooled, diluted with ice water, stirred, collected, and washed with water. The crude solid was leached with a little 95% ethanol at 70° and then recrystallized from that solvent. A 84% yield of 2-(4-chlorobenzyloxy)-6-methoxy-8-n...